Task: describe an organic reaction: reactants, conditions, products, and yield. Dataset: the Open Reaction Database (ORD), a public repository of structured organic reaction records Reaction conditions: time 12 hour. Solvent: CCOCC (ether). Procedure details: To a solution of 2-(2-pyrrolidin-1-ylethyl)-2H-indazol-5-amine (1.14 g, 0.497 mmol) in 62 mL of dry THF was added 2.04 mL of dimethyl glyoxal in ether (45% glyoxal by weight). A slurry of NaBH(OAc)3 (1.66 g, 7.83 mmol) in THF (10 mL) was slowly added via addition funnel over 60 minutes, and the mixture stirred at room temperature for 12 hours, after which an additional equivalent of NaBH(OAc)3 was added. After an additional 12 hours, the mixture was quenched with saturated NaHCO3, filtered, and ... Reaction SMILES: [N:1]1([CH2:6][CH2:7][N:8]2[CH:16]=[C:15]3[C:10]([CH:11]=[CH:12][C:13]([NH2:17])=[CH:14]3)=[N:9]2)[CH2:5][CH2:4][CH2:3][CH2:2]1.CC(=O)[C:20](C)=[O:21].[BH-](OC(C)=O)(OC(C)=O)OC(C)=O.[Na+].[CH2:38]1[CH2:42][O:41][CH2:40]C1>CCOCC>[CH3:20][O:21][CH:42]([O:41][CH3:40])[CH2:38][NH:17][C:13]1[CH:12]=[CH:11][C:10]2[C:15](=[CH:16][N:8]([CH2:7][CH2:6][N:1]3[CH2:2][CH2:3][CH2:4][CH2:5]3)[N:9]=2)[CH:14]=1 |f:2.3|. Yields the product COC(CNC1=CC2=CN(N=C2C=C1)CCN1CCCC1)OC (N-(2,2-dimethoxyethyl)-2-(2-pyrrolidin-1-ylethyl)-2H-indazol-5-amine). The reactants are N1(CCCC1)CCN1N=C2C=CC(=CC2=C1)N (2-(2-pyrrolidin-1-ylethyl)-2H-indazol-5-amine), CC(C(=O)C)=O (dimethyl glyoxal), C1CCOC1 (THF), [BH-](OC(=O)C)(OC(=O)C)OC(=O)C.[Na+] (NaBH(OAc)3), C1CCOC1 (THF), [BH-](OC(=O)C)(OC(=O)C)OC(=O)C.[Na+] (NaBH(OAc)3). Reactants: SC1=NC=2N(C(=C1)C)N=CC2C(=O)OC (methyl 5-mercapto-7-methylpyrazolo[1,5-a]-pyrimidine-3-carboxylate). Solvent: [OH-].[Na+] (sodium hydroxide). Yields the product SC1=NC=2N(C(=C1)C)N=CC2C(=O)O (5-mercapto-7-methylpyrazolo[1,5-a]pyrimidine-3-carboxylic acid). Reaction SMILES: [SH:1][C:2]1[CH:7]=[C:6]([CH3:8])[N:5]2[N:9]=[CH:10][C:11]([C:12]([O:14]C)=[O:13])=[C:4]2[N:3]=1>[OH-].[Na+]>[SH:1][C:2]1[CH:7]=[C:6]([CH3:8])[N:5]2[N:9]=[CH:10][C:11]([C:12]([OH:14])=[O:13])=[C:4]2[N:3]=1 |f:1.2|. Procedure: 7.20 g of methyl 5-mercapto-7-methylpyrazolo[1,5-a]-pyrimidine-3-carboxylate were heated to 100° in 2N sodium hydroxide solution until almost all had dissolved. The solution was cooled, filtered and the filtrate was adjusted to pH 2. The product was filtered off under suction, washed with water and acetone and dried. There was obtained 5-mercapto-7-methylpyrazolo[1,5-a]pyrimidine-3-carboxylic acid of m.p. 225° (dec.). Reactants: COC(CC=1C=NC=C(C1)C1=C(C=C(C=C1)C(F)(F)F)C=O)=O ([5-(2-Formyl-4-trifluoromethyl-phenyl)-pyridin-3-yl]-acetic acid methyl ester), C(C)N (ethylamine). The product is COC(CC=1C=NC=C(C1)C1=C(C=C(C=C1)C(F)(F)F)CNCC)=O ([5(2-ethylaminomethyl-4-trifluoromethyl-phenyl)-pyridin-3-yl]-acetic acid methyl ester). Reaction SMILES: [CH3:1][O:2][C:3](=[O:23])[CH2:4][C:5]1[CH:6]=[N:7][CH:8]=[C:9]([C:11]2[CH:16]=[CH:15][C:14]([C:17]([F:20])([F:19])[F:18])=[CH:13][C:12]=2[CH:21]=O)[CH:10]=1.[CH2:24]([NH2:26])[CH3:25]>>[CH3:1][O:2][C:3](=[O:23])[CH2:4][C:5]1[CH:6]=[N:7][CH:8]=[C:9]([C:11]2[CH:16]=[CH:15][C:14]([C:17]([F:18])([F:20])[F:19])=[CH:13][C:12]=2[CH2:21][NH:26][CH2:24][CH3:25])[CH:10]=1. Procedure: [5-(2-Formyl-4-trifluoromethyl-phenyl)-pyridin-3-yl]-acetic acid methyl ester and ethylamine (2M in MeOH) were reacted as described in Example 8, Step 1 to provide [5(2-ethylaminomethyl-4-trifluoromethyl-phenyl)-pyridin-3-yl]-acetic acid methyl ester. Reactants: CC(C)=O, O=c1sc2ccccc2n1CCCCl, [I-], [Na+], [Na+], [Na+], O=S([O-])([O-])=S. The product is O=c1sc2ccccc2n1CCCI. Reaction SMILES: [CH3:24][C:25](=[O:26])[CH3:27].[Cl:1][CH2:2][CH2:3][CH2:4][n:5]1[c:6](=[O:14])[s:7][c:8]2[c:9]1[cH:10][cH:11][cH:12][cH:13]2.[I-:15].[Na+:16].[Na+:17].[Na+:18].[O-:19][S:20]([O-:21])(=[S:22])=[O:23]>>[CH2:2]([CH2:3][CH2:4][n:5]1[c:6](=[O:14])[s:7][c:8]2[c:9]1[cH:10][cH:11][cH:12][cH:13]2)[I:15].